This data is from the Open Reaction Database (ORD), a public repository of structured organic reaction records. The task is: describe an organic reaction: reactants, conditions, products, and yield The reactants are O (water), BrC1=NN(C2=CC(=CC(=C12)Cl)C(C)=O)CCCOC (1-[3-bromo-4-chloro-1-(3-methoxypropyl)-1H-indazol-6-yl]ethanone), C([O-])([O-])=O.[K+].[K+] (potassium carbonate), CB1OB(OB(O1)C)C (trimethylboroxine). Reagents/catalysts: C1=CC=C(C=C1)P([C-]2C=CC=C2)C3=CC=CC=C3.C1=CC=C(C=C1)P([C-]2C=CC=C2)C3=CC=CC=C3.Cl[Pd]Cl.[Fe+2] (1,1′-bis(diphenylphosphino)ferrocene dichloropalladium (II)). Solvent: O1CCOCC1 (1,4-dioxane). Conditions: temperature 80 celsius, time 24 hour. The product is ClC1=C2C(=NN(C2=CC(=C1)C(C)=O)CCCOC)C (1-[4-chloro-1-(3-methoxypropyl)-3-methyl-1H-indazol-6-yl]ethanone). Yield: 48.3%. As a reaction SMILES: Br[C:2]1[C:10]2[C:5](=[CH:6][C:7]([C:12](=[O:14])[CH3:13])=[CH:8][C:9]=2[Cl:11])[N:4]([CH2:15][CH2:16][CH2:17][O:18][CH3:19])[N:3]=1.[C:20](=O)([O-])[O-].[K+].[K+].CB1OB(C)OB(C)O1.O>O1CCOCC1.C1C=CC(P(C2C=CC=CC=2)[C-]2C=CC=C2)=CC=1.C1C=CC(P(C2C=CC=CC=2)[C-]2C=CC=C2)=CC=1.Cl[Pd]Cl.[Fe+2]>[Cl:11][C:9]1[CH:8]=[C:7]([C:12](=[O:14])[CH3:13])[CH:6]=[C:5]2[C:10]=1[C:2]([CH3:20])=[N:3][N:4]2[CH2:15][CH2:16][CH2:17][O:18][CH3:19] |f:1.2.3,7.8.9.10|. Procedure details: To a solution of 1-[3-bromo-4-chloro-1-(3-methoxypropyl)-1H-indazol-6-yl]ethanone (1.0 g) in 1,4-dioxane (20 mL) were added potassium carbonate (1.2 g), trimethylboroxine (0.41 mL) and 1,1′-bis(diphenylphosphino)ferrocene dichloropalladium (II) (212 mg) under argon, and the mixture was heated to stir at 80° C. for 24 hours. Then, thereto was added water under ice-cooling, and the mixture was extracted with ethyl acetate. The organic layer was washed with saturated saline, dried over magnesium su...